Dataset: the Open Reaction Database (ORD), a public repository of structured organic reaction records. Task: describe an organic reaction: reactants, conditions, products, and yield Starting materials: COC(=O)C=1N(C2=CC=C(C=C2C1O)OC)C1=CC=CC=C1 (3-hydroxy-5-methoxy-1-phenyl-1H-indole-2-carboxylic acid methyl ester), C([O-])([O-])=O.[K+].[K+] (potassium carbonate), S(=O)(=O)(OC)OC (dimethyl sulfate). Solvent: CC(=O)C (acetone). Product: crude residue, COC(=O)C=1N(C2=CC=C(C=C2C1OC)OC)C1=CC=CC=C1 (3,5-dimethoxy-1-phenyl-1H-indole-2-carboxylic acid methyl ester). Reaction SMILES: [CH3:1][O:2][C:3]([C:5]1[N:6]([C:17]2[CH:22]=[CH:21][CH:20]=[CH:19][CH:18]=2)[C:7]2[C:12]([C:13]=1[OH:14])=[CH:11][C:10]([O:15][CH3:16])=[CH:9][CH:8]=2)=[O:4].[C:23](=O)([O-])[O-].[K+].[K+].S(OC)(OC)(=O)=O>CC(C)=O>[CH3:1][O:2][C:3]([C:5]1[N:6]([C:17]2[CH:22]=[CH:21][CH:20]=[CH:19][CH:18]=2)[C:7]2[C:12]([C:13]=1[O:14][CH3:23])=[CH:11][C:10]([O:15][CH3:16])=[CH:9][CH:8]=2)=[O:4] |f:1.2.3|. Procedure details: A mixture of 10.8 g (0.036 mole) of 3-hydroxy-5-methoxy-1-phenyl-1H-indole-2-carboxylic acid methyl ester [P. C. Unangst and M. E. Carethers, J. Heterocyclic Chem., 21, 709 (1984)] and 5.5 g (0.040 mole) of anhydrous potassium carbonate in 100 ml of acetone was treated with 3.7 ml (4.9 g; 0.039 mole) of dimethyl sulfate. The mixture was stirred and heated at reflux for 16 hours, cooled, and filtered. The filter cake was washed several times with fresh acetone, and the combined filtrates were eva... Starting materials: O=C([C@H](C)NC(OCC1=CC=CC=C1)=O)C (benzyl [(2S)-3-oxobutan-2-yl]carbamate), [BH4-].[Na+] (sodium borohydride). The solvent is C1CCOC1 (THF), CO (methanol). Run at time 2 hour. Yields the product OC([C@H](C)NC(OCC1=CC=CC=C1)=O)C (Benzyl [(2S)-3-hydroxybutan-2-yl]carbamate). RXN SMILES: [O:1]=[C:2]([CH3:16])[C@@H:3]([NH:5][C:6](=[O:15])[O:7][CH2:8][C:9]1[CH:14]=[CH:13][CH:12]=[CH:11][CH:10]=1)[CH3:4].[BH4-].[Na+]>C1COCC1.CO>[OH:1][CH:2]([CH3:16])[C@@H:3]([NH:5][C:6](=[O:15])[O:7][CH2:8][C:9]1[CH:14]=[CH:13][CH:12]=[CH:11][CH:10]=1)[CH3:4] |f:1.2|. Procedure: Under argon, 810 mg of benzyl [(2S)-3-oxobutan-2-yl]carbamate (Example 150A, 3.7 mmol, 1 equivalent) were initially charged in 12 ml of dry THF and 12 ml of methanol, and 208 mg of sodium borohydride (5.5 mmol, 1.5 equivalents) were added at 0° C. After 2 h at 0° C., the mixture was concentrated, water and saturated aqueous sodium bicarbonate solution were added to the residue and the mixture was extracted four times with ethyl acetate. The combined organic phases were washed with saturated aque... The reactants are N[C@H](C(=O)O)CC1=CC=C(C=C1)OCCC=1N=C(SC1C)C1=CC=CC=C1 ((2S)-2-amino-3{4-[2(5-methyl-2-phenyl-1,3-thiazol-4-yl)ethoxy]phenyl}propanoic acid), FC(C1=CC=C(C=C1)C(CC(C)=O)=O)(F)F (1-(4-trifluoromethylphenyl)-1,3-butanedione). The product is C/C(=C/C(C1=CC=C(C=C1)C(F)(F)F)=O)/N[C@H](C(=O)O)CC1=CC=C(C=C1)OCCC=1N=C(SC1C)C1=CC=CC=C1 ((2S)-2-({(Z)-1-methyl-3-oxo-3-[4-(trifluoromethyl)phenyl]-1-propenyl}amino)-3-{4-[2-(5-methyl-2-phenyl-1,3-thiazol-4-yl)ethoxy]phenyl}propanoic acid), Example 10. Yield: 31.0%. Reaction SMILES: [NH2:1][C@@H:2]([CH2:6][C:7]1[CH:12]=[CH:11][C:10]([O:13][CH2:14][CH2:15][C:16]2[N:17]=[C:18]([C:22]3[CH:27]=[CH:26][CH:25]=[CH:24][CH:23]=3)[S:19][C:20]=2[CH3:21])=[CH:9][CH:8]=1)[C:3]([OH:5])=[O:4].[F:28][C:29]([F:43])([F:42])[C:30]1[CH:35]=[CH:34][C:33]([C:36](=[O:41])[CH2:37][C:38](=O)[CH3:39])=[CH:32][CH:31]=1>>[CH3:39]/[C:38](/[NH:1][C@@H:2]([CH2:6][C:7]1[CH:12]=[CH:11][C:10]([O:13][CH2:14][CH2:15][C:16]2[N:17]=[C:18]([C:22]3[CH:27]=[CH:26][CH:25]=[CH:24][CH:23]=3)[S:19][C:20]=2[CH3:21])=[CH:9][CH:8]=1)[C:3]([OH:5])=[O:4])=[CH:37]/[C:36](=[O:41])[C:33]1[CH:34]=[CH:35][C:30]([C:29]([F:28])([F:42])[F:43])=[CH:31][CH:32]=1. Procedure details: The title compound was prepared (as described above for the preparation of Example 2) from 290 mg (0.76 mmol) of Intermediate 47 and 150 mg (0.76 mmol) of Intermediate 24 to yield 140 mg (31% yield) of Example 10: TLC (DCM/MeOH, 4/1): Rf=0.47; 1H NMR (DMSO-d6, 300 MHz) δ11.52 (d, 1H, J=8.9), 7.96 (d, 2H, J=8.1), 7.80 (m, 2H), 7.72 (d, 2H, J=8.4 ), 7.42 (m, 3H), 7.10 (d, 2H, J=8.4), 6.80 (d, 2H, J=8.4), 5.61 (s, 1H), 4.20 (t, 2H, J=6.6), 4.15 (m, 1H), 3.17 (m, 1H), 3.05 (t, 2H, J=6.5), 2.77 (dd, ... Reactants: Cl.ClC1=C(C(C2=C(C=CC=C2)Cl)OC2CNC2)C=CC=C1 (3-(2,2′-dichlorobenzhydryloxy)azetidine hydrochloride), [N-]=C=O (isocyanate), ClC1=C(C(C2=C(C=CC=C2)Cl)OC2CN(C2)C(=O)NC(C)(C)C)C=CC=C1 (3-(2,2′-dichlorobenzhydryloxy)-N-(tert-butyl)azetidine-1-carboxamide). Product: ClC1=C(C(C2=C(C=CC=C2)Cl)OC2CN(C2)C(=O)NC2CCCCC2)C=CC=C1 (3-(2,2′-dichlorobenzhydryloxy)-N-(cyclohexyl)azetidine-1-carboxamide). RXN SMILES: Cl.Cl[C:3]1[CH:21]=CC=C[C:4]=1C(OC1CNC1)C1C=CC=CC=1Cl.[N-]=C=O.[Cl:25][C:26]1[CH:51]=[CH:50][CH:49]=[CH:48][C:27]=1[CH:28]([O:36][CH:37]1[CH2:40][N:39]([C:41]([NH:43][C:44]([CH3:47])([CH3:46])C)=[O:42])[CH2:38]1)[C:29]1[CH:34]=[CH:33][CH:32]=[CH:31][C:30]=1[Cl:35]>>[Cl:25][C:26]1[CH:51]=[CH:50][CH:49]=[CH:48][C:27]=1[CH:28]([O:36][CH:37]1[CH2:38][N:39]([C:41]([NH:43][CH:44]2[CH2:46][CH2:21][CH2:3][CH2:4][CH2:47]2)=[O:42])[CH2:40]1)[C:29]1[CH:34]=[CH:33][CH:32]=[CH:31][C:30]=1[Cl:35] |f:0.1|. Procedure: This material was prepared from 3-(2,2′-dichlorobenzhydryloxy)azetidine hydrochloride (68) and the corresponding commercially available isocyanate using the procedure described for compound (69). The reactants are C1(CC1)C(CC(=O)C1=C(C=C(C=C1)C(F)(F)F)SC1=CC=CC=C1)=O (3-cyclopropyl-1-(2-phenylsulphenyl-4-trifluoromethylphenyl)propan-1,3-dione), C(C)OC(OCC)OCC (triethylorthoformate). The solvent is C(C)(=O)OC(C)=O (acetic anhydride). The product is C1(CC1)C(C(C(=O)C1=C(C=C(C=C1)C(F)(F)F)SC1=CC=CC=C1)=COCC)=O (1-cyclopropyl-2-ethoxymethylene-3-(2-phenylsulphenyl-4-trifluoromethylphenyl)propan-1,3-dione). Isolated yield 96.8%. Reaction SMILES: [CH:1]1([C:4](=[O:25])[CH2:5][C:6]([C:8]2[CH:13]=[CH:12][C:11]([C:14]([F:17])([F:16])[F:15])=[CH:10][C:9]=2[S:18][C:19]2[CH:24]=[CH:23][CH:22]=[CH:21][CH:20]=2)=[O:7])[CH2:3][CH2:2]1.[CH2:26]([O:28][CH:29](OCC)OCC)[CH3:27]>C(OC(=O)C)(=O)C>[CH:1]1([C:4](=[O:25])[C:5](=[CH:29][O:28][CH2:26][CH3:27])[C:6]([C:8]2[CH:13]=[CH:12][C:11]([C:14]([F:15])([F:16])[F:17])=[CH:10][C:9]=2[S:18][C:19]2[CH:24]=[CH:23][CH:22]=[CH:21][CH:20]=2)=[O:7])[CH2:3][CH2:2]1. Procedure: A mixture of 3-cyclopropyl-1-(2-phenylsulphenyl-4-trifluoromethylphenyl)propan-1,3-dione (6.0 g) and triethylorthoformate (4.9 g) in acetic anhydride was stirred and heated at reflux for 3 hours. It was cooled and evaporated. The residue was treated with toluene and re-evaporated to dryness to give 1-cyclopropyl-2-ethoxymethylene-3-(2-phenylsulphenyl-4-trifluoromethylphenyl)propan-1,3-dione (6.7 g) as a red oil. Reactants: C(C=C)OC(=O)O[C@H](C)[C@@H]1[C@@H]2N(C(=C([C@@H]2C)CO)C(=O)OCC=C)C1=O (allyl (1S,5R,6S)-6-[(1R)-1-allyloxycarbonyloxyethyl]-2-hydroxymethyl-1-methyl-1-carbapen-2-em-3-carboxylate), C(C)(=O)C=1N2C(SC1)=CN=C2 (3-acetylimidazo[5,1-b]thiazole). Reaction SMILES: C(OC([O:7][C@@H:8]([C@H:10]1[C:25](=[O:26])[N:12]2[C:13]([C:19]([O:21]CC=C)=[O:20])=[C:14]([CH2:17]O)[C@H:15]([CH3:16])[C@H:11]12)[CH3:9])=O)C=C.[C:27]([C:30]1[N:31]2[CH:37]=[N:36][CH:35]=[C:32]2[S:33][CH:34]=1)(=[O:29])[CH3:28]>>[OH:7][C@@H:8]([C@H:10]1[C:25](=[O:26])[N:12]2[C:13]([C:19]([O-:21])=[O:20])=[C:14]([CH2:17][N:36]3[CH:35]=[C:32]4[S:33][CH:34]=[C:30]([C:27](=[O:29])[CH3:28])[N+:31]4=[CH:37]3)[C@H:15]([CH3:16])[C@H:11]12)[CH3:9]. The yield is 14.2%. Product: O[C@H](C)[C@@H]1[C@@H]2N(C(=C([C@@H]2C)CN2C=[N+]3C(SC=C3C(C)=O)=C2)C(=O)[O-])C1=O ((1S,5R,6S)-6-[(1R)-1-hydroxyethyl]-2-(3-acetylimidazo[5,1-b]thiazolium-6-yl)methyl-1-methyl-1-carbapen-2-em-3-carboxylate). Procedure details: The same procedure as in Example 1 was repeated except that 104 mg of allyl (1S,5R,6S)-6-[(1R)-1-allyloxycarbonyloxyethyl]-2-hydroxymethyl-1-methyl-1-carbapen-2-em-3-carboxylate and 95 mg of 3-acetylimidazo[5,1-b]thiazole were used, thereby obtaining 15.7 mg of the title compound. The reactants are Cl (hydrochloric acid), FC1=CC=C(C2=CC=CC=C12)[C@@H](C)NS(=O)C(C)(C)C (N-[(1R)-1-(4-fluoronaphthalen-1-yl)ethyl]-2-methylpropane-2-sulfinamide). Run in O1CCOCC1 (1,4-dioxane). Conditions: time 30 minute. Yields the product Cl.FC1=CC=C(C2=CC=CC=C12)[C@@H](C)N ((1R)-1-(4-Fluoronaphthalen-1-yl)ethanamine hydrochloride). The yield is 70.0%. RXN SMILES: [ClH:1].[F:2][C:3]1[C:12]2[C:7](=[CH:8][CH:9]=[CH:10][CH:11]=2)[C:6]([C@H:13]([NH:15]S(C(C)(C)C)=O)[CH3:14])=[CH:5][CH:4]=1>O1CCOCC1>[ClH:1].[F:2][C:3]1[C:12]2[C:7](=[CH:8][CH:9]=[CH:10][CH:11]=2)[C:6]([C@H:13]([NH2:15])[CH3:14])=[CH:5][CH:4]=1 |f:3.4|. Procedure: A 1,4-dioxane solution of 4N hydrochloric acid (5 mL) was added to N-[(1R)-1-(4-fluoronaphthalen-1-yl)ethyl]-2-methylpropane-2-sulfinamide (527 mg, 2.2 mmol), and the mixture was stirred for 30 minutes at room temperature. The precipitate generated was filtered, washed with ether, and was then dried under reduced pressure to give the title compound (358 mg, 70%). Reactants: C(C)(C)(C)OC(=O)NCCOC1=NOC2=C1C=C(C=C2)F (3-(2-(N-t-butoxycarbonylamino)ethoxy)-5-fluoro-1,2-benzisoxazole), C(C)(C)[N-]C(C)C.[Li+] (lithium diisopropylamide), ice water, C(=O)=O (carbon dioxide). The solvent is O1CCCC1 (tetrahydrofuran). Conditions: time 15 minute. Yields the product C(C)(C)(C)OC(=O)NCCOC1=NOC2=C1C(=C(C=C2)F)C(=O)O (3-(2-(N-t-Butoxycarbonylamino)ethoxy)-4-carboxy-5-fluoro-1,2-benzisoxazole). Isolated yield 90.0%. RXN SMILES: [C:1]([O:5][C:6]([NH:8][CH2:9][CH2:10][O:11][C:12]1[C:16]2[CH:17]=[C:18]([F:21])[CH:19]=[CH:20][C:15]=2[O:14][N:13]=1)=[O:7])([CH3:4])([CH3:3])[CH3:2].C([N-]C(C)C)(C)C.[Li+].[C:30](=[O:32])=[O:31]>O1CCCC1>[C:1]([O:5][C:6]([NH:8][CH2:9][CH2:10][O:11][C:12]1[C:16]2[C:17]([C:30]([OH:32])=[O:31])=[C:18]([F:21])[CH:19]=[CH:20][C:15]=2[O:14][N:13]=1)=[O:7])([CH3:4])([CH3:2])[CH3:3] |f:1.2|. Procedure: To a solution of 3-(2-(N-t-butoxycarbonylamino)ethoxy)-5-fluoro-1,2-benzisoxazole (0.30 g) in tetrahydrofuran (20 ml) was added lithium diisopropylamide (1.4 ml, 1.5M cyclohexane solution) dropwise at -70° C. under nitrogen atmosphere, and the reaction mixture was stirred at the same temperature for 15 minutes. Gaseous carbon dioxide was introduced for 10 minutes and the temperature was allowed to rise to 0° C. The reaction mixture was poured into ice water (40 ml) and washed with diethylether (...